From a dataset of the Open Reaction Database (ORD), a public repository of structured organic reaction records. describe an organic reaction: reactants, conditions, products, and yield Starting materials: C(C)OC(=O)C=1CCN(CC1C1=CC=C(C=C1)Cl)CC1=CC=CC=C1 (1-benzyl-5-(4-chloro-phenyl)-1,2,3,6-tetrahydro-pyridine-4-carboxylic acid ethyl ester), O[Li].O (LiOH.H2O). The solvent is C1CCOC1 (THF), O (water). Product: C(C1=CC=CC=C1)N1CCC(=C(C1)C1=CC=C(C=C1)Cl)C(=O)O (1-Benzyl-5-(4-chloro-phenyl)-1,2,3,6-tetrahydro-pyridine-4-carboxylic acid). As a reaction SMILES: C([O:3][C:4]([C:6]1[CH2:7][CH2:8][N:9]([CH2:19][C:20]2[CH:25]=[CH:24][CH:23]=[CH:22][CH:21]=2)[CH2:10][C:11]=1[C:12]1[CH:17]=[CH:16][C:15]([Cl:18])=[CH:14][CH:13]=1)=[O:5])C.O[Li].O>C1COCC1.O>[CH2:19]([N:9]1[CH2:10][C:11]([C:12]2[CH:13]=[CH:14][C:15]([Cl:18])=[CH:16][CH:17]=2)=[C:6]([C:4]([OH:5])=[O:3])[CH2:7][CH2:8]1)[C:20]1[CH:21]=[CH:22][CH:23]=[CH:24][CH:25]=1 |f:1.2|. Reported procedure: A mixture of 0.555 g (1.26 mmol) 1-benzyl-5-(4-chloro-phenyl)-1,2,3,6-tetrahydro-pyridine-4-carboxylic acid ethyl ester and 261 mg (6.2 mmol) LiOH.H2O in 15 mL THF and 5 mL water was stirred at room temperature over night. The mixture was evaporated to dryness, taken up in ethyl acetate, acidified with HCl to pH=1 and extracted with ethyl acetate. The combined organic layers were washed with water, evaporated to dryness and the residue was subjected to preparative HPLC chromatography on reversed... Starting materials: C1N(CCC2=CC=CC=C12)C(=O)O[C@@H]1CN([C@@H](C1)C(=O)OC)C ((3S,5S)-5-(methoxycarbonyl)-1-methylpyrrolidin-3-yl 3,4-dihydroisoquinoline-2(1H)-carboxylate), C(=O)(C(F)(F)F)O (TFA). Solvent: C(Cl)Cl (DCM). Reaction conditions: time 2 hour. Product: C1N(CCC2=CC=CC=C12)C(=O)O[C@@H]1CN[C@@H](C1)C(=O)OC ((3S,5S)-5-(methoxycarbonyl)pyrrolidin-3-yl 3,4-dihydroisoquinoline-2(1H)-carboxylate). The yield is 78.5%. Reaction SMILES: [CH2:1]1[C:10]2[C:5](=[CH:6][CH:7]=[CH:8][CH:9]=2)[CH2:4][CH2:3][N:2]1[C:11]([O:13][C@H:14]1[CH2:18][C@@H:17]([C:19]([O:21][CH3:22])=[O:20])[N:16](C)[CH2:15]1)=[O:12].C(O)(C(F)(F)F)=O>C(Cl)Cl>[CH2:1]1[C:10]2[C:5](=[CH:6][CH:7]=[CH:8][CH:9]=2)[CH2:4][CH2:3][N:2]1[C:11]([O:13][C@H:14]1[CH2:18][C@@H:17]([C:19]([O:21][CH3:22])=[O:20])[NH:16][CH2:15]1)=[O:12]. Procedure: Compound 6 (1.45 g, 3.6 mmol) dissolved in DCM (20 ml) was treated with TFA (10 ml) at 0° C. After 2 hr, volatiles are evaporated. The residue is treated with sat. sodium bicarbonate aqueous solution and extracted with DCM. Compound 7 (0.86 g, 79%) is obtained as a pale yellow powder after the evaporation of solvent.